This data is from the Open Reaction Database (ORD), a public repository of structured organic reaction records. The task is: describe an organic reaction: reactants, conditions, products, and yield Reactants: ClCc1ccc2c(c1)OCO2, ClCCl, COc1ccc2c(c1)c(NC1CCNCC1)cc(=O)n2C, CN(C)C=O. Product: COc1ccc2c(c1)c(NC1CCN(Cc3ccc4c(c3)OCO4)CC1)cc(=O)n2C. As a reaction SMILES: [CH2:22]1[O:23][c:24]2[cH:25][c:26]([CH2:27][Cl:28])[cH:29][cH:30][c:31]2[O:32]1.[CH2:38]([Cl:39])[Cl:40].[CH3:1][O:2][c:3]1[cH:4][c:5]2[c:6]([NH:15][CH:16]3[CH2:17][CH2:18][NH:19][CH2:20][CH2:21]3)[cH:7][c:8](=[O:14])[n:9]([CH3:13])[c:10]2[cH:11][cH:12]1.[O:33]=[CH:34][N:35]([CH3:36])[CH3:37]>>[CH3:1][O:2][c:3]1[cH:4][c:5]2[c:6]([NH:15][CH:16]3[CH2:17][CH2:18][N:19]([CH2:27][c:26]4[cH:25][c:24]5[c:31]([cH:30][cH:29]4)[O:32][CH2:22][O:23]5)[CH2:20][CH2:21]3)[cH:7][c:8](=[O:14])[n:9]([CH3:13])[c:10]2[cH:11][cH:12]1. The reactants are CCOC(=O)CSc1cnc(N)s1, C1CCOC1, CN(C)c1ccncc1, CCC1CCC(NC2CCCC2)CC1. The product is CCOC(=O)CSc1cnc(NC(=O)N(C2CCCC2)C2CCC(CC)CC2)s1. As a reaction SMILES: [CH2:1]([CH3:2])[O:3][C:4]([CH2:5][S:6][c:7]1[cH:8][n:9][c:10]([NH2:12])[s:11]1)=[O:13].[CH2:28]1[CH2:30][CH2:29][CH2:31][O:32]1.[CH3:33][N:34]([c:35]1[cH:36][cH:37][n:38][cH:39][cH:40]1)[CH3:41].[CH:14]1([NH:19][CH:20]2[CH2:21][CH2:22][CH:23]([CH2:26][CH3:27])[CH2:24][CH2:25]2)[CH2:15][CH2:16][CH2:17][CH2:18]1>>[CH2:1]([CH3:2])[O:3][C:4]([CH2:5][S:6][c:7]1[cH:8][n:9][c:10]([NH:12][C:31]([N:19]([CH:14]2[CH2:15][CH2:16][CH2:17][CH2:18]2)[CH:20]2[CH2:21][CH2:22][CH:23]([CH2:26][CH3:27])[CH2:24][CH2:25]2)=[O:32])[s:11]1)=[O:13]. The reactants are CCN(CC1CCCO1)c1nc(Nc2ccc(-n3ccnc3C)cc2)nc2c1CN(C(=O)OC(C)(C)C)CC2, CO, Cl. Yields the product CCN(CC1CCCO1)c1nc(Nc2ccc(-n3ccnc3C)cc2)nc2c1CNCC2. As a reaction SMILES: [CH2:1]([CH3:2])[N:3]([c:4]1[c:5]2[c:6]([n:7][c:8]([NH:10][c:11]3[cH:12][cH:13][c:14](-[n:17]4[c:18]([CH3:22])[n:19][cH:20][cH:21]4)[cH:15][cH:16]3)[n:9]1)[CH2:23][CH2:24][N:25]([C:27]([O:28][C:29]([CH3:30])([CH3:31])[CH3:32])=[O:33])[CH2:26]2)[CH2:34][CH:35]1[O:36][CH2:37][CH2:38][CH2:39]1.[CH3:41][OH:42].[ClH:40]>>[CH2:1]([CH3:2])[N:3]([c:4]1[c:5]2[c:6]([n:7][c:8]([NH:10][c:11]3[cH:12][cH:13][c:14](-[n:17]4[c:18]([CH3:22])[n:19][cH:20][cH:21]4)[cH:15][cH:16]3)[n:9]1)[CH2:23][CH2:24][NH:25][CH2:26]2)[CH2:34][CH:35]1[O:36][CH2:37][CH2:38][CH2:39]1. Reactants: CC#N, Nc1ccncc1, BrCc1ccc(OC(CCc2ccccc2)c2ccccc2)cc1. The product is [Br-], Nc1cc[n+](Cc2ccc(OC(CCc3ccccc3)c3ccccc3)cc2)cc1. Reaction SMILES: [CH3:32][C:33]#[N:34].[NH2:25][c:26]1[cH:27][cH:28][n:29][cH:30][cH:31]1.[c:1]1([CH:7]([CH2:8][CH2:9][c:10]2[cH:11][cH:12][cH:13][cH:14][cH:15]2)[O:16][c:17]2[cH:18][cH:19][c:20]([CH2:21][Br:22])[cH:23][cH:24]2)[cH:2][cH:3][cH:4][cH:5][cH:6]1>>[Br-:22].[c:1]1([CH:7]([CH2:8][CH2:9][c:10]2[cH:11][cH:12][cH:13][cH:14][cH:15]2)[O:16][c:17]2[cH:18][cH:19][c:20]([CH2:21][n+:29]3[cH:28][cH:27][c:26]([NH2:25])[cH:31][cH:30]3)[cH:23][cH:24]2)[cH:2][cH:3][cH:4][cH:5][cH:6]1. Starting materials: COC(C(CC1=CNC2=CC=CC=C12)NC(C=C1CCC(CC1)(C1=CC=CC=C1)N(C)C)=O)=O (2-[2-(4-Dimethylamino-4-phenylcyclohexylidene)acetylamino]-3-(1H-indol-3-yl)propanoic acid methyl ester), Cl[Si](C)(C)C (chlorotrimethylsilane). Solvent: CC(=O)CC (ethyl methyl ketone). Conditions: time 2 hour. Product: Cl.COC(C(CC1=CNC2=CC=CC=C12)NC(C=C1CCC(CC1)(C1=CC=CC=C1)N(C)C)=O)=O (2-[2-(4-Dimethylamino-4-phenylcyclohexylidene)acetylamino]-3-(1H-indol-3-yl)propanoic acid methyl ester hydrochloride). Reaction SMILES: [CH3:1][O:2][C:3](=[O:34])[CH:4]([NH:15][C:16](=[O:33])[CH:17]=[C:18]1[CH2:23][CH2:22][C:21]([N:30]([CH3:32])[CH3:31])([C:24]2[CH:29]=[CH:28][CH:27]=[CH:26][CH:25]=2)[CH2:20][CH2:19]1)[CH2:5][C:6]1[C:14]2[C:9](=[CH:10][CH:11]=[CH:12][CH:13]=2)[NH:8][CH:7]=1.[Cl:35][Si](C)(C)C>CC(CC)=O>[ClH:35].[CH3:1][O:2][C:3](=[O:34])[CH:4]([NH:15][C:16](=[O:33])[CH:17]=[C:18]1[CH2:19][CH2:20][C:21]([N:30]([CH3:31])[CH3:32])([C:24]2[CH:29]=[CH:28][CH:27]=[CH:26][CH:25]=2)[CH2:22][CH2:23]1)[CH2:5][C:6]1[C:14]2[C:9](=[CH:10][CH:11]=[CH:12][CH:13]=2)[NH:8][CH:7]=1 |f:3.4|. Reported procedure: 2-[2-(4-Dimethylamino-4-phenylcyclohexylidene)acetylamino]-3-(1H-indol-3-yl)propanoic acid methyl ester (142 mg, 0.3 mmol) was dissolved in ethyl methyl ketone (9 ml), and chlorotrimethylsilane (0.055 ml, 0.43 mmol) was added. After 2 h it was possible to obtain the product as a colourless compound in a yield of 50 mg (15%) with an m.p. of 164-168° C. Reactants: CC(C)C[AlH]CC(C)C, CC(=O)O, Cc1ccccc1, N#Cc1ccc(C(F)(F)F)cc1Cl, O. Yields the product O=Cc1ccc(C(F)(F)F)cc1Cl. As a reaction SMILES: [CH3:14][CH:15]([CH2:16][AlH:17][CH2:18][CH:19]([CH3:20])[CH3:21])[CH3:22].[CH3:23][C:24]([OH:25])=[O:26].[CH3:28][c:29]1[cH:30][cH:31][cH:32][cH:33][cH:34]1.[Cl:1][c:2]1[c:3]([C:4]#[N:5])[cH:6][cH:7][c:8]([C:10]([F:11])([F:12])[F:13])[cH:9]1.[OH2:27]>>[Cl:1][c:2]1[c:3]([CH:4]=[O:25])[cH:6][cH:7][c:8]([C:10]([F:11])([F:12])[F:13])[cH:9]1. Reaction SMILES: [C:26]([NH:27][c:28]1[c:29]([C:30]([O-:31])=[O:32])[cH:33][cH:34][c:35]([F:36])[n:37]1)(=[O:38])[C:39]([CH3:40])([CH3:41])[CH3:42].[CH2:43]1[O:44][CH2:45][CH2:46][CH2:47]1.[CH3:15][CH2:16][CH2:17][CH2:18][Li:19].[Cl:20][C:21](=[O:22])[O:23][CH2:24][CH3:25].[F:1][c:2]1[cH:3][cH:4][cH:5][c:6]([NH:8][C:9]([C:10]([CH3:11])([CH3:12])[CH3:13])=[O:14])[n:7]1.[OH2:48]>>[F:1][c:2]1[c:3]([C:21](=[O:22])[O:23][CH2:24][CH3:25])[cH:4][cH:5][c:6]([NH:8][C:9]([C:10]([CH3:11])([CH3:12])[CH3:13])=[O:14])[n:7]1. Reactants: CC(C)(C)C(=O)Nc1nc(F)ccc1C(=O)[O-], C1CCOC1, [Li]CCCC, CCOC(=O)Cl, CC(C)(C)C(=O)Nc1cccc(F)n1, O. Product: CCOC(=O)c1ccc(NC(=O)C(C)(C)C)nc1F.